Dataset: the Open Reaction Database (ORD), a public repository of structured organic reaction records. Task: describe an organic reaction: reactants, conditions, products, and yield The reactants are OC[C@H](C1=CC=CC=C1)N1C(C2=CC=CC=C2C1=O)=O ((S)-2-(2-hydroxy-1-phenylethyl)isoindoline-1,3-dione), FC(C(=O)O)(S(=O)(=O)F)F (2,2-difluoro-2-(fluorosulfonyl)acetic acid). The reagents and catalysts are [Cu]I (copper (I) iodide). The solvent is C(C)#N (acetonitrile). Reaction conditions: temperature 80 celsius, time 1 hour. Yields the product FC(OC[C@H](C1=CC=CC=C1)N1C(C2=CC=CC=C2C1=O)=O)F ((S)-2-(2-(difluoromethoxy)-1-phenylethyl)isoindoline-1,3-dione). RXN SMILES: [OH:1][CH2:2][C@@H:3]([N:10]1[C:18](=[O:19])[C:17]2[C:12](=[CH:13][CH:14]=[CH:15][CH:16]=2)[C:11]1=[O:20])[C:4]1[CH:9]=[CH:8][CH:7]=[CH:6][CH:5]=1.[F:21][C:22]([F:30])(S(F)(=O)=O)C(O)=O>C(#N)C.[Cu]I>[F:21][CH:22]([F:30])[O:1][CH2:2][C@@H:3]([N:10]1[C:11](=[O:20])[C:12]2[C:17](=[CH:16][CH:15]=[CH:14][CH:13]=2)[C:18]1=[O:19])[C:4]1[CH:5]=[CH:6][CH:7]=[CH:8][CH:9]=1. Procedure details: (S)-2-(2-hydroxy-1-phenylethyl)isoindoline-1,3-dione (1.06 g, 3.97 mmol) was dissolved in anhydrous acetonitrile (20 ml), charged with copper (I) iodide (1.133 g, 5.95 mmol), 2,2-difluoro-2-(fluorosulfonyl)acetic acid (0.615 ml, 5.95 mmol), degassed under nitrogen and heated to 80° C. The solution was allowed to stir at 80° C. for 1 hr. The reaction was cooled in an ice bath, quenched with 5 mL water, filtered through a 10 g celite cartridge, and the solvents were removed in vacuo. The residue w... Starting materials: C(C1=CC=CC=C1)OCCSC(C1(CO1)C1=C(C=C(C=C1)F)F)(F)F (1-(2-benzyloxyethyl)thio-2-(2,4-difluorophenyl)-1,1-difluoro-2,3-epoxypropane), N1N=CN=C1 (1,2,4-triazole), C([O-])([O-])=O.[K+].[K+] (potassium carbonate). The solvent is CS(=O)C (DMSO). The product is C(C1=CC=CC=C1)OCCSC(C(CN1N=CN=C1)(O)C1=C(C=C(C=C1)F)F)(F)F (1-(2-benzyloxyethyl)thio-2-(2,4-difluorophenyi)-1,1-difluoro-3-(1H-1,2,4-triazol-1-yl)propan-2-ol). Isolated yield 17.6%. As a reaction SMILES: [CH2:1]([O:8][CH2:9][CH2:10][S:11][C:12]([F:25])([F:24])[C:13]1([C:16]2[CH:21]=[CH:20][C:19]([F:22])=[CH:18][C:17]=2[F:23])[O:15][CH2:14]1)[C:2]1[CH:7]=[CH:6][CH:5]=[CH:4][CH:3]=1.[NH:26]1[CH:30]=[N:29][CH:28]=[N:27]1.C(=O)([O-])[O-].[K+].[K+]>CS(C)=O>[CH2:1]([O:8][CH2:9][CH2:10][S:11][C:12]([F:25])([F:24])[C:13]([C:16]1[CH:21]=[CH:20][C:19]([F:22])=[CH:18][C:17]=1[F:23])([OH:15])[CH2:14][N:26]1[CH:30]=[N:29][CH:28]=[N:27]1)[C:2]1[CH:7]=[CH:6][CH:5]=[CH:4][CH:3]=1 |f:2.3.4|. Procedure: Using 1-(2-benzyloxyethyl)thio-2-(2,4-difluorophenyl)-1,1-difluoro-2,3-epoxypropane (3.0 g, 0.008 mol), DMSO (30 ml), 1,2,4-triazole (1.4 g, 0.02 mol) and potassium carbonate (2.8 g, 0.02 mol), 1-(2-benzyloxyethyl)thio-2-(2,4-difluorophenyi)-1,1-difluoro-3-(1H-1,2,4-triazol-1-yl)propan-2-ol (0.62 g, yield: 17.4%) was obtained as a colorless oil by similar procedures to Example 14. The reactants are 6-Methyl-2-oxo-1-(3-trifluoromethyl-phenyl)-1,2-dihydro-pyridine-3,5-dicarboxylic acid 5-amide 4-methanesulfonyl-benzylamide, N (ammonia), Example 14 ( b ), C(=O)([O-])[O-].[Ca+2] (CaCO3), acid chloride, CS(=O)(=O)C1=CC=C(CNC(=O)C2=CC(=C(N(C2=O)C2=CC(=CC=C2)C(F)(F)F)C)C(=O)O)C=C1 (5-(4-methanesulfonyl-benzylcarbamoyl)-2-methyl-6-oxo-1-(3-trifluoromethyl-phenyl)-1,6-dihydro-pyridine-3-carboxylic acid), ClCC(=O)C (1-chloroacetone). The solvent is CN1CCCC1=O (NMP). Reaction conditions: temperature 155 celsius. The product is CS(=O)(=O)C1=CC=C(CNC(=O)C=2C(N(C(=C(C2)C=2OC=C(N2)C)C)C2=CC(=CC=C2)C(F)(F)F)=O)C=C1 (6-Methyl-5-(4-methyl-oxazol-2-yl)-2-oxo-1-(3-trifluoromethylphenyl)-1,2-dihydro-pyridine-3-carboxylic acid 4-methanesulfonyl-benzylamide). Reaction SMILES: [CH3:1][S:2]([C:5]1[CH:35]=[CH:34][C:8]([CH2:9][NH:10][C:11]([C:13]2[C:18](=[O:19])[N:17]([C:20]3[CH:25]=[CH:24][CH:23]=[C:22]([C:26]([F:29])([F:28])[F:27])[CH:21]=3)[C:16]([CH3:30])=[C:15]([C:31](O)=[O:32])[CH:14]=2)=[O:12])=[CH:7][CH:6]=1)(=[O:4])=[O:3].[NH3:36].Cl[CH2:38][C:39]([CH3:41])=O.C([O-])([O-])=O.[Ca+2]>CN1C(=O)CCC1>[CH3:1][S:2]([C:5]1[CH:35]=[CH:34][C:8]([CH2:9][NH:10][C:11]([C:13]2[C:18](=[O:19])[N:17]([C:20]3[CH:25]=[CH:24][CH:23]=[C:22]([C:26]([F:27])([F:29])[F:28])[CH:21]=3)[C:16]([CH3:30])=[C:15]([C:31]3[O:32][CH:38]=[C:39]([CH3:41])[N:36]=3)[CH:14]=2)=[O:12])=[CH:7][CH:6]=1)(=[O:3])=[O:4] |f:3.4|. Procedure details: 6-Methyl-2-oxo-1-(3-trifluoromethyl-phenyl)-1,2-dihydro-pyridine-3,5-dicarboxylic acid 5-amide 4-methanesulfonyl-benzylamide [prepared from the acid chloride of 5-(4-methanesulfonyl-benzylcarbamoyl)-2-methyl-6-oxo-1-(3-trifluoromethyl-phenyl)-1,6-dihydro-pyridine-3-carboxylic acid [described in Example 14 (b)] and ammonia] (0.05 g, 0.098 mmol), 1-chloroacetone (0.025 g, 0.27 mmol), CaCO3 (0.015 g, 0.15 mmol), NMP (1.5 ml) and a magnetic stirrer bar were placed in a tube designed for microwave sy... Starting materials: C1=C(C=CC2=CC=CC=C12)O (β-naphthol), NC1=CC=CC=C1 (aniline), P(OCCCC)(OCCCC)OCCCC (tributyl phosphite). The solvent is O (water). Conditions: time 5 hour. Yields the product C1(=CC=CC=C1)NC1=CC2=CC=CC=C2C=C1 (N-phenyl-β-naphthylamine). Yield: 94.0%. RXN SMILES: [CH:1]1[C:10]2[C:5](=[CH:6][CH:7]=[CH:8][CH:9]=2)[CH:4]=[CH:3][C:2]=1O.[NH2:12][C:13]1[CH:18]=[CH:17][CH:16]=[CH:15][CH:14]=1.P(OCCCC)(OCCCC)OCCCC>O>[C:13]1([NH:12][C:2]2[CH:3]=[CH:4][C:5]3[C:10](=[CH:9][CH:8]=[CH:7][CH:6]=3)[CH:1]=2)[CH:18]=[CH:17][CH:16]=[CH:15][CH:14]=1. Procedure: 288 parts of β-naphthol, 250 parts of aniline and 9 parts of tributyl phosphite are mixed and fused at 130° C. At 190° C internal temperature, the reaction commences, with elimination of water. After 5 hours, the internal temperature has reached 235° C and 34 parts of water have distilled off. Thereafter, 412 parts of N-phenyl-β-naphthylamine, of melting point 100° - 102° C, distil, passing over at 230° C/15 mm Hg. This corresponds to a yield of 94% of theory. The reactants are ClN1C(CCC1=O)=O (N-Chlorosuccinimide), FC(OC1=CC=C(N)C=C1)F (4-(difluoromethoxy)aniline). Run in C(C)#N (acetonitrile). The product is ClC1=C(N)C=CC(=C1)OC(F)F (2-Chloro-4-(difluoromethoxy)aniline). The yield is 53.5%. RXN SMILES: [Cl:1]N1C(=O)CCC1=O.[F:9][CH:10]([F:19])[O:11][C:12]1[CH:18]=[CH:17][C:15]([NH2:16])=[CH:14][CH:13]=1>C(#N)C>[Cl:1][C:17]1[CH:18]=[C:12]([O:11][CH:10]([F:19])[F:9])[CH:13]=[CH:14][C:15]=1[NH2:16]. Reported procedure: N-Chlorosuccinimide (0.84 g, 6.28 mmol) was added to a solution of 4-(difluoromethoxy)aniline (1 g, 6.28 mmol) in acetonitrile (10 ml). The reaction was refluxed for 3 hours and then cooled to room temperature. The solvent was removed in vacuum and the residue purified by silica gel column chromatography eluting with 20% ethyl acetate in hexane to afford the title compound as a dark pink liquid (0.65 g, 53.4%). 1H NMR (500 MHz, CDCl3): δ 4.02 (s, 2H), 6.24 (t, J=74 Hz, 1H), 6.72 (d, J=8.7, 1H), ... Starting materials: CC1=CC2=CC=C(C=C2C=C1)OC (2-methyl-6-methoxynaphthalene), azoisobutyronitrile, BrN1C(CCC1=O)=O (N-bromosuccinimide), azoisobutyronitrile. Run in C(Cl)(Cl)(Cl)Cl (carbon tetrachloride), C(Cl)(Cl)(Cl)Cl (carbon tetrachloride). Conditions: temperature 35 celsius. Yields the product BrCC1=CC2=CC=C(C=C2C=C1)OC (2-Bromomethyl-6-methoxynaphthalene). The yield is 69.5%. RXN SMILES: [CH3:1][C:2]1[CH:11]=[CH:10][C:9]2[C:4](=[CH:5][CH:6]=[C:7]([O:12][CH3:13])[CH:8]=2)[CH:3]=1.[Br:14]N1C(=O)CCC1=O>C(Cl)(Cl)(Cl)Cl>[Br:14][CH2:1][C:2]1[CH:11]=[CH:10][C:9]2[C:4](=[CH:5][CH:6]=[C:7]([O:12][CH3:13])[CH:8]=2)[CH:3]=1. Procedure details: A solution of 2-methyl-6-methoxynaphthalene (4.lg, 23.8 mmole) and azoisobutyronitrile (80 mg) in dry carbon tetrachloride (30 ml) was heated to reflux with stirring. A slurry of N-bromosuccinimide (4.6 g, 25.8 mmole) and azoisobutyronitrile (20 mg) in dry carbon tetrachloride (10 ml) was added gradually over 2 hours. The resulting solution was heated under reflux for 30 minutes and then cooled to 35° C. The succinimide was filtered off and washed with carbon tetrachloride (5 ml). The filtrate w...